Dataset: the Open Reaction Database (ORD), a public repository of structured organic reaction records. Task: describe an organic reaction: reactants, conditions, products, and yield Starting materials: [OH-].[K+] (potassium hydroxide), 3(a), C(C)(C)C=1C(=C(C(=C(C(=O)[O-])C1)SCC1=CC(=CC=C1)OC)C(C)C)C(=O)[O-] (diisopropyl-(m-methoxybenzylthio)-terephthalate), C(C)(C)C=1C(=C(C(=C(C(=O)[O-])C1)SCC1=CC=CC=C1)C(C)C)C(=O)[O-] (diisopropyl-(benzylthio)-terephthalate). Solvent: CO (methanol), CO (methanol), O (water). The product is COC=1C=C(CSC2=C(C(=O)O)C=CC(=C2)C(=O)O)C=CC1 ((m-methoxybenzylthio)-terephthalic acid). Yield: 100.0%. RXN SMILES: C([C:4]1[C:5]([C:26]([O-:28])=[O:27])=[C:6](C(C)C)[C:7]([S:13][CH2:14][C:15]2[CH:20]=[CH:19][CH:18]=[C:17]([O:21][CH3:22])[CH:16]=2)=[C:8]([CH:12]=1)[C:9]([O-:11])=[O:10])(C)C.C(C1C(C([O-])=O)=C(C(C)C)C(SCC2C=CC=CC=2)=C(C=1)C([O-])=O)(C)C.[OH-].[K+]>CO.O>[CH3:22][O:21][C:17]1[CH:16]=[C:15]([CH:20]=[CH:19][CH:18]=1)[CH2:14][S:13][C:7]1[CH:6]=[C:5]([C:26]([OH:28])=[O:27])[CH:4]=[CH:12][C:8]=1[C:9]([OH:11])=[O:10] |f:2.3|. Procedure details: Following the procedure of Preparation 3(a), but substituting 32 g. of diisopropyl-(m-methoxybenzylthio)-terephthalate for diisopropyl-(benzylthio)-terephthalate, using 350 ml. of methanol, 35 ml. of water and 18 g. of potassium hydroxide, and refluxing for three hours, there is obtained 25.2 g. (yield 100%) of (m-methoxybenzylthio)-terephthalic acid having a melting point of 255°-256° C. after recrystallization from methanol. Reactants: CCO, Cl, Nc1ccccc1CCl, Sc1ncc[nH]1. Product: Nc1ccccc1CSc1ncc[nH]1. RXN SMILES: [CH3:17][CH2:18][OH:19].[ClH:7].[NH2:8][c:9]1[c:10]([CH2:11][Cl:12])[cH:13][cH:14][cH:15][cH:16]1.[SH:1][c:2]1[nH:3][cH:4][cH:5][n:6]1>>[S:1]([c:2]1[nH:3][cH:4][cH:5][n:6]1)[CH2:11][c:10]1[c:9]([NH2:8])[cH:16][cH:15][cH:14][cH:13]1.